The task is: describe an organic reaction: reactants, conditions, products, and yield. This data is from the Open Reaction Database (ORD), a public repository of structured organic reaction records. The reactants are [BH4-], CC(C)CC1CN(Cc2ccccc2)CCC1=O, CO, [Na+]. Product: CC(C)CC1CN(Cc2ccccc2)CCC1O. As a reaction SMILES: [BH4-:1].[CH2:3]([c:4]1[cH:5][cH:6][cH:7][cH:8][cH:9]1)[N:10]1[CH2:11][CH:12]([CH2:17][CH:18]([CH3:19])[CH3:20])[C:13](=[O:16])[CH2:14][CH2:15]1.[CH3:21][OH:22].[Na+:2]>>[CH2:3]([c:4]1[cH:5][cH:6][cH:7][cH:8][cH:9]1)[N:10]1[CH2:11][CH:12]([CH2:17][CH:18]([CH3:19])[CH3:20])[CH:13]([OH:16])[CH2:14][CH2:15]1. Reagents/catalysts: CN(C=O)C (N,N-dimethylformamide). Procedure: Oxalyl chloride (2.6 ml) was added dropwise to a stirred suspension of 2-t-butyl-4-chloro-1,3-benzoxazole-7-carboxylic acid (6.2 g). Dry N,N-dimethylformamide (3 drops) was added and the mixture stirred at reflux for 2 hours and evaporated. Dichloromethane was added and the solution added dropwise to a stirred solution of methanol (dry, 3.0 ml) and triethylamine (dry, 10 ml) in dichloromethane at 0° C. After stirring at ambient temperature for 18 hours, the mixture was washed with hydrochloric a... The product is C(C)(C)(C)C=1OC2=C(N1)C(=CC=C2C(=O)OC)Cl (methyl 2-t-butyl-4-chloro-1,3-benzoxazole-7-carboxylate). Reaction SMILES: [C:1](Cl)(=O)C(Cl)=O.[C:7]([C:11]1[O:12][C:13]2[C:19]([C:20]([OH:22])=[O:21])=[CH:18][CH:17]=[C:16]([Cl:23])[C:14]=2[N:15]=1)([CH3:10])([CH3:9])[CH3:8]>CN(C)C=O>[C:7]([C:11]1[O:12][C:13]2[C:19]([C:20]([O:22][CH3:1])=[O:21])=[CH:18][CH:17]=[C:16]([Cl:23])[C:14]=2[N:15]=1)([CH3:10])([CH3:8])[CH3:9]. Reactants: C(C(=O)Cl)(=O)Cl (Oxalyl chloride), C(C)(C)(C)C=1OC2=C(N1)C(=CC=C2C(=O)O)Cl (2-t-butyl-4-chloro-1,3-benzoxazole-7-carboxylic acid). Starting materials: [Br-], C1CCOC1, CCOCC, [Mg+]C1CC1, O=Cc1ccc(Cl)cc1F, O. Product: OC(c1ccc(Cl)cc1F)C1CC1. As a reaction SMILES: [Br-:16].[CH2:22]1[O:23][CH2:24][CH2:25][CH2:26]1.[CH3:11][CH2:12][O:13][CH2:14][CH3:15].[CH:17]1([Mg+:20])[CH2:18][CH2:19]1.[Cl:1][c:2]1[cH:3][c:4]([F:10])[c:5]([CH:6]=[O:7])[cH:8][cH:9]1.[OH2:21]>>[Cl:1][c:2]1[cH:3][c:4]([F:10])[c:5]([CH:6]([OH:7])[CH:17]2[CH2:18][CH2:19]2)[cH:8][cH:9]1. Reactants: O1CCN(CC1)C(CCC(C(=O)O)=CC1=CC=CC2=CC=CC=C12)=O (5-morpholino-2-(1-naphthylmethylene)-5-oxopentanoic acid), [H][H] (hydrogen). The reagents and catalysts are [Pd] (palladium-on-carbon). Solvent: CO (methanol). Product: O1CCN(CC1)C(CCC(C(=O)O)CC1=CC=CC2=CC=CC=C12)=O (5-morpholino-2-(1-naphthylmethyl)-5-oxopentanoic acid). Yield: 89.1%. RXN SMILES: [O:1]1[CH2:6][CH2:5][N:4]([C:7](=[O:25])[CH2:8][CH2:9][C:10](=[CH:14][C:15]2[C:24]3[C:19](=[CH:20][CH:21]=[CH:22][CH:23]=3)[CH:18]=[CH:17][CH:16]=2)[C:11]([OH:13])=[O:12])[CH2:3][CH2:2]1.[H][H]>CO.[Pd]>[O:1]1[CH2:2][CH2:3][N:4]([C:7](=[O:25])[CH2:8][CH2:9][CH:10]([CH2:14][C:15]2[C:24]3[C:19](=[CH:20][CH:21]=[CH:22][CH:23]=3)[CH:18]=[CH:17][CH:16]=2)[C:11]([OH:13])=[O:12])[CH2:5][CH2:6]1. Procedure: 5 g (14.8 mmole) of the 5-morpholino-2-(1-naphthylmethylene)-5-oxopentanoic acid (prepared as described above) were dissolved in 50 ml of methanol and hydrogenated in an atmosphere of hydrogen at atmospheric pressure and in the presence of 1.0 g of a 10% w/w palladium-on-carbon catalyst. The catalyst was then removed by filtration, and the solvent was removed by distillation under reduced pressure. The residue was triturated with diethyl ether to precipitate crystals, which were collected by fil... The reactants are C1(=CC=CC=C1)C1=NC2=C(C=CC=C2C=C1C)[C@@H](CO[Si](C)(C)C(C)(C)C)OS(=O)(=O)C (2-phenyl-3-methyl-8-(1-(S)-methanesulfonyloxy-2-[tert-butyldimethylsilyloxy]ethyl)quinoline), C[C@H]1NCCCC1 (2-(R)-methylpiperidine). Solvent: C(Cl)(Cl)Cl (chloroform). Yields the product C1(=CC=CC=C1)C1=NC2=C(C=CC=C2C=C1C)[C@H](CO[Si](C)(C)C(C)(C)C)N1[C@@H](CCCC1)C (2-phenyl-3-methyl-8-(1-(R)-[2-(R)-methylpiperidino]-2-[tert-butyldimethylsilyloxy]ethyl)quinoline). Yield: 45.0%. As a reaction SMILES: [C:1]1([C:7]2[C:16]([CH3:17])=[CH:15][C:14]3[C:9](=[C:10]([C@H:18](OS(C)(=O)=O)[CH2:19][O:20][Si:21]([C:24]([CH3:27])([CH3:26])[CH3:25])([CH3:23])[CH3:22])[CH:11]=[CH:12][CH:13]=3)[N:8]=2)[CH:6]=[CH:5][CH:4]=[CH:3][CH:2]=1.[CH3:33][C@@H:34]1[CH2:39][CH2:38][CH2:37][CH2:36][NH:35]1>C(Cl)(Cl)Cl>[C:1]1([C:7]2[C:16]([CH3:17])=[CH:15][C:14]3[C:9](=[C:10]([C@@H:18]([N:35]4[CH2:36][CH2:37][CH2:38][CH2:39][C@H:34]4[CH3:33])[CH2:19][O:20][Si:21]([C:24]([CH3:27])([CH3:25])[CH3:26])([CH3:23])[CH3:22])[CH:11]=[CH:12][CH:13]=3)[N:8]=2)[CH:2]=[CH:3][CH:4]=[CH:5][CH:6]=1. Procedure details: A solution of 7 g (17.8 mmol) of 2-phenyl-3-methyl-8-(1-(S)-methanesulfonyloxy-2-[tert-butyldimethylsilyloxy]ethyl)quinoline 8.8 g (88 mmol) of 2-(R)-methylpiperidine in 50 ml of anhydrous chloroform is brought to 60° C. for 6 hours. The reaction mixture is concentrated under vacuum and the residue obtained is purified by silica gel chromatography (eluent: dichloromethane/methanol 9/1) to provide 3.8 g of 2-phenyl-3-methyl-8-(1-(R)-[2-(R)-methylpiperidino]-2-[tert-butyldimethylsilyloxy]ethyl)qui... Reactants: Cl.C1(=CC=CC=C1)C1(CC[C@@]([C@@H]2CNC[C@H]12)(O)C1=C(C=CC=C1)OC)C1=CC=CC=C1 ((3aS,4S,7aS)-7,7-diphenyl-4-(2-methoxyphenyl)perhydroisoindol-4-ol hydrochloride), COC=1C=C(C=CC1)CC(=O)O ((3-methoxyphenyl)acetic acid). Product: C1(=CC=CC=C1)C1(CC[C@@]([C@@H]2CN(C[C@H]12)C(CC1=CC(=CC=C1)OC)=O)(O)C1=C(C=CC=C1)OC)C1=CC=CC=C1 ((3aS,4S,7aS)-7,7-diphenyl-4-(2-methoxyphenyl)-2-[(3-methoxyphenyl)acetyl]perhydroisoindol-4-ol). Yield: 58.5%. Reaction SMILES: Cl.[C:2]1([C:8]2([C:26]3[CH:31]=[CH:30][CH:29]=[CH:28][CH:27]=3)[C@@H:16]3[C@@H:12]([CH2:13][NH:14][CH2:15]3)[C@@:11]([C:18]3[CH:23]=[CH:22][CH:21]=[CH:20][C:19]=3[O:24][CH3:25])([OH:17])[CH2:10][CH2:9]2)[CH:7]=[CH:6][CH:5]=[CH:4][CH:3]=1.[CH3:32][O:33][C:34]1[CH:35]=[C:36]([CH2:40][C:41](O)=[O:42])[CH:37]=[CH:38][CH:39]=1>>[C:26]1([C:8]2([C:2]3[CH:3]=[CH:4][CH:5]=[CH:6][CH:7]=3)[C@@H:16]3[C@@H:12]([CH2:13][N:14]([C:41](=[O:42])[CH2:40][C:36]4[CH:37]=[CH:38][CH:39]=[C:34]([O:33][CH3:32])[CH:35]=4)[CH2:15]3)[C@@:11]([C:18]3[CH:23]=[CH:22][CH:21]=[CH:20][C:19]=3[O:24][CH3:25])([OH:17])[CH2:10][CH2:9]2)[CH:31]=[CH:30][CH:29]=[CH:28][CH:27]=1 |f:0.1|. Reported procedure: By working in accordance with Example 4, starting from 0.75 g of (3aS,4S,7aS)-7,7-diphenyl-4-(2-methoxyphenyl)perhydroisoindol-4-ol hydrochloride and 0.28 g of (3-methoxyphenyl)acetic acid, 0.54 g of (3aS,4S,7aS)-7,7-diphenyl-4-(2-methoxyphenyl)-2-[(3-methoxyphenyl)acetyl]perhydroisoindol-4-ol is obtained in the form of white crystals which melt at 185° C.